This data is from the Open Reaction Database (ORD), a public repository of structured organic reaction records. The task is: describe an organic reaction: reactants, conditions, products, and yield Reactants: [Na] (sodium), Cl.C(CCCC)(=N)N (valeramidine hydrochloride), COC1=CC=C(C=C1)N=C=O (4-methoxyphenyl isocyanate). Run in CC(=O)C (acetone), CC(=O)C (acetone). The product is COC1=CC=C(C=C1)NC(=O)NC(CCCC)=N (1-(4-Methoxyphenyl)-3-(pentanimidoyl)urea). RXN SMILES: [Na].Cl.[C:3]([NH2:9])(=[NH:8])[CH2:4][CH2:5][CH2:6][CH3:7].[CH3:10][O:11][C:12]1[CH:17]=[CH:16][C:15]([N:18]=[C:19]=[O:20])=[CH:14][CH:13]=1>CC(C)=O>[CH3:10][O:11][C:12]1[CH:17]=[CH:16][C:15]([NH:18][C:19]([NH:8][C:3](=[NH:9])[CH2:4][CH2:5][CH2:6][CH3:7])=[O:20])=[CH:14][CH:13]=1 |f:1.2,^1:0|. Procedure: Following a procedure similar to that described in Example 1 but using 3.39 g. sodium in 200 ml. dry acetone, 20 g. valeramidine hydrochloride and 21.9 g. 4-methoxyphenyl isocyanate in 100 ml. dry acetone, there ws obtained after recrystallization from ethyl alcohol 15.5 g. of the hydrochloride of 1-(4-methoxyphenyl)-3-(pentanimidoyl)urea; m.p. 143.5°-145°C. Starting materials: CC(=O)N1C=C(c2ccccc2)N(CC(=O)NC(Cc2ccccc2)C(O)C#N)C(=O)C1C(C)C, ClCCl, CC(=O)OC(C)=O, CN(C)c1ccccn1, CCOC(C)=O, c1ccncc1. The product is CC(=O)OC(C#N)C(Cc1ccccc1)NC(=O)CN1C(=O)C(C(C)C)N(C(C)=O)C=C1c1ccccc1. As a reaction SMILES: [C:7]([CH3:8])(=[O:9])[N:10]1[CH:11]([CH:39]([CH3:40])[CH3:41])[C:12](=[O:38])[N:13]([CH2:22][C:23](=[O:24])[NH:25][CH:26]([CH:27]([C:28]#[N:29])[OH:30])[CH2:31][c:32]2[cH:33][cH:34][cH:35][cH:36][cH:37]2)[C:14]([c:16]2[cH:17][cH:18][cH:19][cH:20][cH:21]2)=[CH:15]1.[CH2:58]([Cl:59])[Cl:60].[CH3:42][C:43](=[O:44])[O:45][C:46](=[O:47])[CH3:48].[CH3:49][N:50]([c:51]1[cH:52][cH:53][cH:54][cH:55][n:56]1)[CH3:57].[CH3:61][CH2:62][O:63][C:64](=[O:65])[CH3:66].[cH:1]1[cH:2][cH:3][n:4][cH:5][cH:6]1>>[C:7]([CH3:8])(=[O:9])[N:10]1[CH:11]([CH:39]([CH3:40])[CH3:41])[C:12](=[O:38])[N:13]([CH2:22][C:23](=[O:24])[NH:25][CH:26]([CH:27]([C:28]#[N:29])[O:30][C:43]([CH3:42])=[O:44])[CH2:31][c:32]2[cH:33][cH:34][cH:35][cH:36][cH:37]2)[C:14]([c:16]2[cH:17][cH:18][cH:19][cH:20][cH:21]2)=[CH:15]1. Starting materials: CCO, CNC(=O)NN, Cn1c([N+](=O)[O-])cnc1C=O, Cl, O. Yields the product CNC(=O)NN=Cc1ncc([N+](=O)[O-])n1C. RXN SMILES: [CH3:12][CH2:13][OH:14].[CH3:15][NH:16][C:17]([NH:18][NH2:19])=[O:20].[CH3:1][n:2]1[c:3]([CH:10]=[O:11])[n:4][cH:5][c:6]1[N+:7](=[O:8])[O-:9].[ClH:21].[OH2:22]>>[CH3:1][n:2]1[c:3]([CH:10]=[N:19][NH:18][C:17]([NH:16][CH3:15])=[O:20])[n:4][cH:5][c:6]1[N+:7](=[O:8])[O-:9]. Starting materials: CC(=O)Nc1ccc(C#N)c(F)c1F, O=CO, [Na+], O=C([O-])O. Yields the product CC(=O)Nc1ccc(C=O)c(F)c1F. As a reaction SMILES: [C:1](#[N:2])[c:3]1[c:4]([F:14])[c:5]([F:13])[c:6]([NH:7][C:8]([CH3:9])=[O:10])[cH:11][cH:12]1.[CH:20]([OH:21])=[O:22].[Na+:19].[O-:15][C:16]([OH:17])=[O:18]>>[CH:1]([c:3]1[c:4]([F:14])[c:5]([F:13])[c:6]([NH:7][C:8]([CH3:9])=[O:10])[cH:11][cH:12]1)=[O:15]. The reactants are C(C)OC(=O)C=1C(=C(NC1CCC(=O)O)C(=O)OC(C)(C)C)C (5-(2-carboxy-ethyl)-3-methyl-1H-pyrrole-2,4-dicarboxylic acid 2-tert-butyl ester 4-ethyl ester), B (borane). The solvent is O1CCCC1 (tetrahydrofuran), O1CCCC1 (tetrahydrofuran). The product is C(C)OC(=O)C=1C(=C(NC1CCCO)C(=O)OC(C)(C)C)C (5-(3-hydroxy-propyl)-3-methyl-1H-pyrrole-2,4-dicarboxylic acid 2-tert-butyl ester 4-ethyl ester). Yield: 98.5%. RXN SMILES: [CH2:1]([O:3][C:4]([C:6]1[C:7]([CH3:23])=[C:8]([C:16]([O:18][C:19]([CH3:22])([CH3:21])[CH3:20])=[O:17])[NH:9][C:10]=1[CH2:11][CH2:12][C:13](O)=[O:14])=[O:5])[CH3:2].B>O1CCCC1>[CH2:1]([O:3][C:4]([C:6]1[C:7]([CH3:23])=[C:8]([C:16]([O:18][C:19]([CH3:22])([CH3:21])[CH3:20])=[O:17])[NH:9][C:10]=1[CH2:11][CH2:12][CH2:13][OH:14])=[O:5])[CH3:2]. Procedure details: 5-(2-Carboxy-ethyl)-3-methyl-1H-pyrrole-2,4-dicarboxylic acid 2-tert-butyl ester 4-ethyl ester 1e (9.75 g, 30 mmol) was dissolved in 90 ml of anhydrous tetrahydrofuran under stirring, and added dropwise slowly with a solution of borane in tetrahydrofuran (90 ml, 1 mol/L, 90 mmol) to the solution while maintaining the temperature at −10˜−5° C. in an ice-salt bath under an argon atmosphere. Upon completion of the addition, the ice-salt bath was removed and the reaction mixture was allowed to warm ... Starting materials: NC1=CC=C(C=C1)B(O)O (4-aminophenylboronic acid), [O-]P(=O)([O-])[O-].[K+].[K+].[K+] (K3PO4), C1(CCCCC1)P(C1=C(C=CC=C1)C1=CC=CC=C1)C1CCCCC1 (2-(dicyclohexyl-phosphino)-biphenyl), BrC1=CC=C(C=C1)S(=O)(=O)N(C)C (4-bromo-N,N-dimethyl-benzenesulfonamide). The reagents and catalysts are CC(=O)[O-].CC(=O)[O-].[Pd+2] (Pd(OAc)2). Run in O1CCOCC1 (dioxane), C1(=CC=CC=C1)C (toluene). Reaction conditions: temperature 90 celsius. Yields the product CN(S(=O)(=O)C1=CC=C(C=C1)C1=CC=C(C=C1)N)C (4′-Amino-biphenyl-4-sulfonic acid dimethylamide). The yield is 10.0%. As a reaction SMILES: Br[C:2]1[CH:7]=[CH:6][C:5]([S:8]([N:11]([CH3:13])[CH3:12])(=[O:10])=[O:9])=[CH:4][CH:3]=1.[NH2:14][C:15]1[CH:20]=[CH:19][C:18](B(O)O)=[CH:17][CH:16]=1.[O-]P([O-])([O-])=O.[K+].[K+].[K+].C1(P(C2CCCCC2)C2C=CC=CC=2C2C=CC=CC=2)CCCCC1>CC([O-])=O.CC([O-])=O.[Pd+2].O1CCOCC1.C1(C)C=CC=CC=1>[CH3:12][N:11]([CH3:13])[S:8]([C:5]1[CH:6]=[CH:7][C:2]([C:18]2[CH:19]=[CH:20][C:15]([NH2:14])=[CH:16][CH:17]=2)=[CH:3][CH:4]=1)(=[O:10])=[O:9] |f:2.3.4.5,7.8.9|. Reported procedure: To a round bottom flask was added 4-bromo-N,N-dimethyl-benzenesulfonamide (as prepared in the previous step, 539 mg, 2.28 mmol), 4-aminophenylboronic acid (500 mg, 2.28 mmol), Pd(OAc)2 (51 mg, 0.22 mmol), K3PO4 (967 mg, 4.56 mmol) and 2-(dicyclohexyl-phosphino)-biphenyl (319 mg, 0.910 mmol). The flask was charged with toluene (10 mL) and dioxane (10 mL) and heated to 90° C. under Ar. After 5 h the reaction was concentrated in vacuo and the residue was purified by a 10-g silica gel SPE-column elu... Yields the product OC1=CC=C(C=C1)C1=NNC2=C1C(N(C=1N=CC=CC21)C2=CC=CC=C2)=O (3-(4-Hydroxyphenyl)-5-phenyl-1H-pyrazolo[4,3-c][1, 8]naphthyridin-4(5H)-one). Isolated yield 95.6%. Reaction conditions: temperature 0 celsius, time 7 hour. The reactants are B(Br)(Br)Br (boron tribromide), COC1=CC=C(C=C1)C1=NNC2=C1C(N(C=1N=CC=CC21)C2=CC=CC=C2)=O (3-(4-methoxyphenyl)-5-phenyl-1H-pyrazolo[4,3-c][1,8]naphthyridin-4(5H)-one), CO (methanol). Solvent: C(Cl)Cl (methylene chloride). Procedure details: In an argon atmosphere, 2.3 g (6.2 millimoles) of Compound 11 obtained in Example 11 was dissolved in 100 ml of methylene chloride. The solution was cooled to 0° C. Slowly 1.8 ml (18.7 millimoles) of boron tribromide was added to the solution, and the mixture was stirred at room temperature for 7 hours. The reaction mixture was cooled to 0° C., and then 30 ml of methanol was added. The mixture was stirred at room temperature for 30 minutes. 3/4 volume of the solvent was evaporated under reduced ... As a reaction SMILES: C[O:2][C:3]1[CH:8]=[CH:7][C:6]([C:9]2[C:13]3[C:14](=[O:28])[N:15]([C:22]4[CH:27]=[CH:26][CH:25]=[CH:24][CH:23]=4)[C:16]4[N:17]=[CH:18][CH:19]=[CH:20][C:21]=4[C:12]=3[NH:11][N:10]=2)=[CH:5][CH:4]=1.B(Br)(Br)Br.CO>C(Cl)Cl>[OH:2][C:3]1[CH:8]=[CH:7][C:6]([C:9]2[C:13]3[C:14](=[O:28])[N:15]([C:22]4[CH:27]=[CH:26][CH:25]=[CH:24][CH:23]=4)[C:16]4[N:17]=[CH:18][CH:19]=[CH:20][C:21]=4[C:12]=3[NH:11][N:10]=2)=[CH:5][CH:4]=1. Reactants: C(C)I (Ethyl iodide), COC1C(NC(NC1=O)=S)=O (5-Methoxy-2-thioxodihydropyrimidine-4,6(1H,5H)-dione), [OH-].[Na+] (sodium hydroxide). The solvent is O (water). Procedure details: Ethyl iodide (11.2 ml) was added dropwise to a stirred mixture of the product from step (i) (23 g) and sodium hydroxide (6 g) in water (400 ml). After 16 h the mixture was filtered, the filtrate acidified to pH1 and the precipitate filtered, washed with water and dried. Yield 17.8 g Yields the product C(C)SC=1NC(C(C(N1)=O)OC)=O (2-(Ethylthio)-5-methoxypyrimidine-4,6(1H,5H)-dione). RXN SMILES: [CH2:1](I)[CH3:2].[CH3:4][O:5][CH:6]1[C:11](=[O:12])[NH:10][C:9](=[S:13])[NH:8][C:7]1=[O:14].[OH-].[Na+]>O>[CH2:1]([S:13][C:9]1[NH:8][C:7](=[O:14])[CH:6]([O:5][CH3:4])[C:11](=[O:12])[N:10]=1)[CH3:2] |f:2.3|. Starting materials: COC(=O)C(CC(C)C)N1CC2=C(Oc3c(Cl)cccc3C2)C1=O, [Li+], C1CCOC1, [OH-], O, O. Yields the product CC(C)CC(C(=O)O)N1CC2=C(Oc3c(Cl)cccc3C2)C1=O. As a reaction SMILES: [CH3:1][O:2][C:3]([CH:4]([CH2:5][CH:6]([CH3:7])[CH3:8])[N:9]1[C:10](=[O:23])[C:11]2=[C:12]([CH2:13]1)[CH2:14][c:15]1[cH:16][cH:17][cH:18][c:19]([Cl:22])[c:20]1[O:21]2)=[O:24].[Li+:27].[O:29]1[CH2:30][CH2:31][CH2:32][CH2:33]1.[OH-:26].[OH2:25].[OH2:28]>>[O:2]=[C:3]([CH:4]([CH2:5][CH:6]([CH3:7])[CH3:8])[N:9]1[C:10](=[O:23])[C:11]2=[C:12]([CH2:13]1)[CH2:14][c:15]1[cH:16][cH:17][cH:18][c:19]([Cl:22])[c:20]1[O:21]2)[OH:24].